From a dataset of the Open Reaction Database (ORD), a public repository of structured organic reaction records. describe an organic reaction: reactants, conditions, products, and yield Starting materials: BrCC1=C(C(=O)OCC)C=CN=C1Cl (ethyl 3-(bromomethyl)-2-chloroisonicotinate), Cl.CC1=CC(=NC=C1OCC(F)(F)F)CN ((4-methyl-5-(2,2,2-trifluoroethoxy)pyridin-2-yl)methanamine hydrochloride). Product: ClC1=NC=CC2=C1CN(C2=O)CC2=NC=C(C(=C2)C)OCC(F)(F)F (4-chloro-2-((4-methyl-5-(2,2,2-trifluoroethoxy)pyridin-2-yl)methyl)-2,3-dihydro-1H-pyrrolo[3,4-c]pyridin-1-one). The yield is 22.0%. Reaction SMILES: Br[CH2:2][C:3]1[C:13]([Cl:14])=[N:12][CH:11]=[CH:10][C:4]=1[C:5]([O:7]CC)=O.Cl.[CH3:16][C:17]1[C:22]([O:23][CH2:24][C:25]([F:28])([F:27])[F:26])=[CH:21][N:20]=[C:19]([CH2:29][NH2:30])[CH:18]=1>>[Cl:14][C:13]1[C:3]2[CH2:2][N:30]([CH2:29][C:19]3[CH:18]=[C:17]([CH3:16])[C:22]([O:23][CH2:24][C:25]([F:28])([F:26])[F:27])=[CH:21][N:20]=3)[C:5](=[O:7])[C:4]=2[CH:10]=[CH:11][N:12]=1 |f:1.2|. Procedure details: The title compound is prepared in 22% yield (42 mg, white solid) from ethyl 3-(bromomethyl)-2-chloroisonicotinate (170 mg, 0.61 mmol, Step-1 of Intermediate-1) and (4-methyl-5-(2,2,2-trifluoroethoxy)pyridin-2-yl)methanamine hydrochloride (230 mg, 0.51 mmol, Amine-57) in a similar manner to Step-2 of Intermediate-1.